The task is: describe an organic reaction: reactants, conditions, products, and yield. This data is from the Open Reaction Database (ORD), a public repository of structured organic reaction records. Starting materials: [S-]C#N.[K+] (potassium thiocyanate), BrBr (bromine), C(C=1C(C(=O)O)=CC=CC1)(=O)O (phthalic acid), C(#N)C(C(=N)N)=NOC(C)(C)C(=O)OCC (2-cyano-2-(1-ethoxycarbonyl-1-methylethoxyimino)acetamidine). The solvent is CO (methanol), CN(C=O)C (N,N-dimethylformamide), O (water), C(C)N(CC)CC (triethylamine), CO (methanol). Run at time 1 hour. The product is NC1=NC(=NS1)C(C#N)=NOC(C)(C)C(=O)OCC (2-(5-amino-1,2,4-thiadiazol-3-yl)-2-(1-ethoxycarbonyl-1-methylethoxyimino)acetonitrile). As a reaction SMILES: C(O)(=O)C1C(=CC=CC=1)C(O)=O.[C:13]([C:15](=[N:19][O:20][C:21]([C:24]([O:26][CH2:27][CH3:28])=[O:25])([CH3:23])[CH3:22])[C:16]([NH2:18])=[NH:17])#[N:14].BrBr.[S-:31][C:32]#[N:33].[K+]>CO.O.CN(C)C=O.C(N(CC)CC)C>[NH2:33][C:32]1[S:31][N:18]=[C:16]([C:15](=[N:19][O:20][C:21]([C:24]([O:26][CH2:27][CH3:28])=[O:25])([CH3:23])[CH3:22])[C:13]#[N:14])[N:17]=1 |f:3.4|. Procedure: To a suspension of phthalic acid salt (10.0 g) of 2-cyano-2-(1-ethoxycarbonyl-1-methylethoxyimino)acetamidine in methanol (60 ml) were added dropwise triethylamine (9.01 g) and bromine (3.67 g) at -15°~10° C. After stirring for 15 minutes at the same temperature, N,N-dimethylformamide (6.0 ml) and a solution of potassium thiocyanate (2.23 g) in methanol (22.3 ml) were added dropwise thereto at -15°~10° C. After stirring for one hour at -5°~0° C., the solution was poured into cold water (300 ml) ... Reactants: NC1=C2C=CNC2=CC=C1 (4-Aminoindole), ClC(Cl)(OC(OC(Cl)(Cl)Cl)=O)Cl (triphosgene). Run in C1(=CC=CC=C1)C (toluene). Yields the product N(=C=O)C1=C2C=CNC2=CC=C1 (4-isocyanato-1H-indole). Yield: 187.3%. Reaction SMILES: [NH2:1][C:2]1[CH:10]=[CH:9][CH:8]=[C:7]2[C:3]=1[CH:4]=[CH:5][NH:6]2.Cl[C:12](Cl)([O:14]C(=O)OC(Cl)(Cl)Cl)Cl>C1(C)C=CC=CC=1>[N:1]([C:2]1[CH:10]=[CH:9][CH:8]=[C:7]2[C:3]=1[CH:4]=[CH:5][NH:6]2)=[C:12]=[O:14]. Reported procedure: 4-Aminoindole (0.5 g, 3.78 mmol) in toluene (50 mL) was treated with triphosgene (0.4 g, 1.35 mmol) and heated at reflux for 5 hours. The reaction mixture was allowed to cool to room temperature and concentrated under reduced pressure. The residue was taken up in diethyl ether, filtered, and the filtrate was concentrated under reduced pressure to provide title compound as yellow oil (0.4 g). 1H NMR (300 MHz, CDCl3-d6) δ 6.62 (m, 1H), 6.84 (d, 1H), 7.1 (t, 1H), 7.23 (m, 2H), 8.3 (s, 1H). Reactants: ClC1=C(C=CC=C1)S(=O)(=O)N(C(=O)Cl)C (N-[(2-chlorophenyl)sulfonyl]-N-methylcarbamyl chloride), O1CCCC1 (tetrahydrofuran), CNC1=NC(=CC(=N1)OCC(F)(F)F)C (2-methylamino-4-(2,2,2-trifluoroethoxy)-6-methylpyrimidine). Solvent: C(C)N(CC)CC (triethylamine). RXN SMILES: [Cl:1][C:2]1[CH:7]=[CH:6][CH:5]=[CH:4][C:3]=1[S:8]([N:11]([CH3:15])[C:12](Cl)=[O:13])(=[O:10])=[O:9].O1CCCC1.[CH3:21][NH:22][C:23]1[N:28]=[C:27]([O:29][CH2:30][C:31]([F:34])([F:33])[F:32])[CH:26]=[C:25]([CH3:35])[N:24]=1>C(N(CC)CC)C>[F:34][C:31]([F:32])([F:33])[CH2:30][O:29][C:27]1[CH:26]=[C:25]([CH3:35])[N:24]=[C:23]([N:22]([CH3:21])[C:12]([N:11]([CH3:15])[S:8]([C:3]2[CH:4]=[CH:5][CH:6]=[CH:7][C:2]=2[Cl:1])(=[O:10])=[O:9])=[O:13])[N:28]=1. Reported procedure: To 18 parts of N-[(2-chlorophenyl)sulfonyl]-N-methylcarbamyl chloride in 300 parts of tetrahydrofuran containing 10 parts of triethylamine is added 22 parts of 2-methylamino-4-(2,2,2-trifluoroethoxy)-6-methylpyrimidine. After stirring at reflux for 10 hours, the precipitated salts are filtered off and the filtrate is concentrated to yield N-[N-[4-(2,2,2,-trifluoroethoxy)-6-methylpyrimidin-2-yl]-N-methylaminocarbonyl]-2-chloro-N-methylbenzenesulfonamide. The product is FC(COC1=NC(=NC(=C1)C)N(C(=O)N(S(=O)(=O)C1=C(C=CC=C1)Cl)C)C)(F)F (N-[N-[4-(2,2,2,-trifluoroethoxy)-6-methylpyrimidin-2-yl]-N-methylaminocarbonyl]-2-chloro-N-methylbenzenesulfonamide). Yields the product O=C(O)c1ccc(C(F)(F)F)c(Nc2ncccc2-c2ccncn2)c1. Starting materials: CCO, [Na+], [OH-], CCOC(=O)c1ccc(C(F)(F)F)c(Nc2ncccc2-c2ccncn2)c1. Reaction SMILES: [CH3:31][CH2:32][OH:33].[Na+:30].[OH-:29].[n:1]1[cH:2][n:3][c:4](-[c:7]2[c:8]([NH:13][c:14]3[cH:15][c:16]([C:17](=[O:18])[O:19][CH2:20][CH3:21])[cH:22][cH:23][c:24]3[C:25]([F:26])([F:27])[F:28])[n:9][cH:10][cH:11][cH:12]2)[cH:5][cH:6]1>>[n:1]1[cH:2][n:3][c:4](-[c:7]2[c:8]([NH:13][c:14]3[cH:15][c:16]([C:17](=[O:18])[OH:19])[cH:22][cH:23][c:24]3[C:25]([F:26])([F:27])[F:28])[n:9][cH:10][cH:11][cH:12]2)[cH:5][cH:6]1. The reactants are C1(=CC=CC=C1)CC(=O)NC1[C@@H]2N(C(=C(CS2=O)O)C(=O)OC(C2=CC=CC=C2)C2=CC=CC=C2)C1=O (benzhydryl 7-phenylacetamido-3-hydroxy-3-cephem-4-carboxylate-1-oxide), S(=O)(=O)(C)Cl (mesyl chloride), O (water). Run in N1=CC=CC=C1 (pyridine). Yields the product C1(=CC=CC=C1)CC(=O)NC1[C@@H]2N(C(=C(CS2=O)OS(=O)(=O)C)C(=O)OC(C2=CC=CC=C2)C2=CC=CC=C2)C1=O (benzhydryl 7-phenylacetamido-3-mesyloxy-3-cephem-4-carboxylate-1-oxide). Yield: 80.4%. As a reaction SMILES: [C:1]1([CH2:7][C:8]([NH:10][CH:11]2[C:36](=[O:37])[N:13]3[C:14]([C:20]([O:22][CH:23]([C:30]4[CH:35]=[CH:34][CH:33]=[CH:32][CH:31]=4)[C:24]4[CH:29]=[CH:28][CH:27]=[CH:26][CH:25]=4)=[O:21])=[C:15]([OH:19])[CH2:16][S:17](=[O:18])[C@H:12]23)=[O:9])[CH:6]=[CH:5][CH:4]=[CH:3][CH:2]=1.[S:38](Cl)([CH3:41])(=[O:40])=[O:39].O>N1C=CC=CC=1>[C:1]1([CH2:7][C:8]([NH:10][CH:11]2[C:36](=[O:37])[N:13]3[C:14]([C:20]([O:22][CH:23]([C:24]4[CH:25]=[CH:26][CH:27]=[CH:28][CH:29]=4)[C:30]4[CH:35]=[CH:34][CH:33]=[CH:32][CH:31]=4)=[O:21])=[C:15]([O:19][S:38]([CH3:41])(=[O:40])=[O:39])[CH2:16][S:17](=[O:18])[C@H:12]23)=[O:9])[CH:6]=[CH:5][CH:4]=[CH:3][CH:2]=1. Procedure: To a solution of benzhydryl 7-phenylacetamido-3-hydroxy-3-cephem-4-carboxylate-1-oxide (40 g) in pyridine (120 ml) was added mesyl chloride (13 g) under ice-cooling. The reaction mixture was stirred at ambient temperature for an hour. The resulting suspension was poured into water (1 l). The precipitates were collected by filtration, washed with water and methanol, dried under reduced pressure to give benzhydryl 7-phenylacetamido-3-mesyloxy-3-cephem-4-carboxylate-1-oxide (37.0 g).